This data is from the Open Reaction Database (ORD), a public repository of structured organic reaction records. The task is: describe an organic reaction: reactants, conditions, products, and yield Procedure: The title compound was prepared according to the procedure of example 4, step 1 starting from 2,6-dichloropyrazine (444 mg, 3.00 mmol) and 2-(3-pyridyl)ethanol (405 mg, 3.30 mmol) and NaH (55% in mineral oil, 144 mg, 3.30 mmol). The crude product, obtained as an oil (0.62 g, 88% yield), was used directly in the next step. MS m/z 235 (M)+. Yield: 88.0%. Reaction SMILES: Cl[C:2]1[CH:7]=[N:6][CH:5]=[C:4]([Cl:8])[N:3]=1.[N:9]1[CH:14]=[CH:13][CH:12]=[C:11]([CH2:15][CH2:16][OH:17])[CH:10]=1.[H-].[Na+]>>[Cl:8][C:4]1[CH:5]=[N:6][CH:7]=[C:2]([O:17][CH2:16][CH2:15][C:11]2[CH:10]=[N:9][CH:14]=[CH:13][CH:12]=2)[N:3]=1 |f:2.3|. Reactants: [H-].[Na+] (NaH), ClC1=NC(=CN=C1)Cl (2,6-dichloropyrazine), N1=CC(=CC=C1)CCO (2-(3-pyridyl)ethanol). Product: ClC1=NC(=CN=C1)OCCC=1C=NC=CC1 (2-Chloro-6-[2-(3-pyridinyl)ethoxy]pyrazine), oil. Reactants: COC=1C=C(C=O)C=C(C1OC)I (3,4-dimethoxy-5-iodobenzaldehyde), [Cu](C#N)C#N (copper cyanide). The solvent is CN(C)C=O (DMF). The product is C(#N)C=1C(=C(C=C(C=O)C1)OC)OC (5-cyano-3,4-dimethoxybenzaldehyde). The yield is 99.6%. RXN SMILES: [CH3:1][O:2][C:3]1[CH:4]=[C:5]([CH:8]=[C:9](I)[C:10]=1[O:11][CH3:12])[CH:6]=[O:7].[Cu](C#N)[C:15]#[N:16]>CN(C=O)C>[C:15]([C:9]1[C:10]([O:11][CH3:12])=[C:3]([O:2][CH3:1])[CH:4]=[C:5]([CH:8]=1)[CH:6]=[O:7])#[N:16]. Procedure: 3,4-dimethoxy-5-iodobenzaldehyde (41) (FIG. 22) (4.40 g, 15.07 mmole), copper cyanide (13.5 g, 150.7 mmole) and dry DMF (45 ml) were stirred under an argon atmosphere for 18 hours at 140° C. The reaction was cooled to room temperature, filtered through celite, and the filtrate concentrated to an oil in vacuo. The dark brown oil was purified through a short flash silica column using 11 hexane/ethyl acetate as eluent to yield 2.87 g (69%) of a white solid. The reactants are CCN(CC)CCNc1ccccc1, CS(=O)(=O)Nc1ccc(C(=O)Cl)cc1. The product is CCN(CC)CCN(C(=O)c1ccc(NS(C)(=O)=O)cc1)c1ccccc1, Cl. As a reaction SMILES: [CH2:1]([CH3:2])[N:3]([CH2:4][CH2:5][NH:6][c:7]1[cH:8][cH:9][cH:10][cH:11][cH:12]1)[CH2:13][CH3:14].[CH3:15][S:16](=[O:17])(=[O:18])[NH:19][c:20]1[cH:21][cH:22][c:23]([C:24](=[O:25])[Cl:26])[cH:27][cH:28]1>>[CH2:1]([CH3:2])[N:3]([CH2:4][CH2:5][N:6]([c:7]1[cH:8][cH:9][cH:10][cH:11][cH:12]1)[C:24]([c:23]1[cH:22][cH:21][c:20]([NH:19][S:16]([CH3:15])(=[O:17])=[O:18])[cH:28][cH:27]1)=[O:25])[CH2:13][CH3:14].[ClH:26]. Starting materials: CC(C)O, OCC(O)CCl, [Na+], [OH-], CCCc1sc(C(=O)CCc2cc(C)c(O)c(C)c2)cc1-c1ccccc1. The product is CCCc1sc(C(=O)CCc2cc(C)c(OCC(O)CO)c(C)c2)cc1-c1ccccc1. RXN SMILES: [CH:34]([OH:35])([CH3:36])[CH3:37].[Cl:28][CH2:29][CH:30]([CH2:31][OH:32])[OH:33].[Na+:39].[OH-:38].[OH:1][c:2]1[c:3]([CH3:27])[cH:4][c:5]([CH2:9][CH2:10][C:11](=[O:12])[c:13]2[s:14][c:15]([CH2:24][CH2:25][CH3:26])[c:16](-[c:18]3[cH:19][cH:20][cH:21][cH:22][cH:23]3)[cH:17]2)[cH:6][c:7]1[CH3:8]>>[O:1]([c:2]1[c:3]([CH3:27])[cH:4][c:5]([CH2:9][CH2:10][C:11](=[O:12])[c:13]2[s:14][c:15]([CH2:24][CH2:25][CH3:26])[c:16](-[c:18]3[cH:19][cH:20][cH:21][cH:22][cH:23]3)[cH:17]2)[cH:6][c:7]1[CH3:8])[CH2:29][CH:30]([CH2:31][OH:32])[OH:33]. Starting materials: COC(C1=C(C(=NC(=C1)Cl)C)N)=O (3-Amino-6-chloro-2-methylisonicotinic acid methyl ester), O (water), C(C)OCC (diethyl ether), [OH-].[Na+] (sodium hydroxide). Solvent: CO (methanol). The product is NC1=C(C(=O)O)C=C(N=C1C)Cl (3-amino-6-chloro-2-methylisonicotinic acid). Isolated yield 95.7%. Reaction SMILES: C[O:2][C:3](=[O:13])[C:4]1[CH:9]=[C:8]([Cl:10])[N:7]=[C:6]([CH3:11])[C:5]=1[NH2:12].[OH-].[Na+].O.C(OCC)C>CO>[NH2:12][C:5]1[C:6]([CH3:11])=[N:7][C:8]([Cl:10])=[CH:9][C:4]=1[C:3]([OH:13])=[O:2] |f:1.2|. Reported procedure: 3-Amino-6-chloro-2-methylisonicotinic acid methyl ester (100 mg) was dissolved in methanol (2 mL) and 2N aqueous sodium hydroxide solution (2 mL) was added. The reaction mixture was stirred under reflux for 2.5 hours. After cooling to room temperature, water and diethyl ether were added, the layers were separated and the aqueous layer was washed with diethyl ether. The aqueous layer was acidified by addition of 2N hydrochloric acid and the formed precipitate was 3× extracted with MTB-ether. The ... Reactants: Cl.N1=CC=CC=C1 (Pyridine hydrochloride), ClC=1N=C(SC1)C(CCCN1C=C2N(C(N(C(C2=C1C1=NN(C=C1)C)=O)C)=O)C)=O (6-(4-(4-chlorothiazol-2-yl)-4-oxobutyl)-1,3-dimethyl-5-(1-methyl-1H-pyrazol-3-yl)-1H-pyrrolo[3,4-d]pyrimidine-2,4(3H,6H)-dione). The solvent is CO (methanol), O (water), C(Cl)(Cl)Cl (chloroform). Run at time 3 day. Yields the product ClC=1N=C(SC1)C1=CCCN2C(=C3C(=C12)N(C(N(C3=O)C)=O)C)C3=NN(C=C3)C (10-(4-Chlorothiazol-2-yl)-1,3-dimethyl-5-(1-methyl-1H-pyrazol-3-yl)-7,8-dihydropyrimido[4,5-a]indolizine-2,4(1H,3H)-dione). As a reaction SMILES: Cl.N1C=CC=CC=1.[Cl:8][C:9]1[N:10]=[C:11]([C:14](=O)[CH2:15][CH2:16][CH2:17][N:18]2[C:26]([C:27]3[CH:31]=[CH:30][N:29]([CH3:32])[N:28]=3)=[C:25]3[C:20]([N:21]([CH3:36])[C:22](=[O:35])[N:23]([CH3:34])[C:24]3=[O:33])=[CH:19]2)[S:12][CH:13]=1>CO.O.C(Cl)(Cl)Cl>[Cl:8][C:9]1[N:10]=[C:11]([C:14]2[C:19]3[N:18]([C:26]([C:27]4[CH:31]=[CH:30][N:29]([CH3:32])[N:28]=4)=[C:25]4[C:24](=[O:33])[N:23]([CH3:34])[C:22](=[O:35])[N:21]([CH3:36])[C:20]4=3)[CH2:17][CH2:16][CH:15]=2)[S:12][CH:13]=1 |f:0.1|. Procedure details: Pyridine hydrochloride (6.02 g, 52.1 mmol) was added to a suspension of 6-(4-(4-chlorothiazol-2-yl)-4-oxobutyl)-1,3-dimethyl-5-(1-methyl-1H-pyrazol-3-yl)-1H-pyrrolo[3,4-d]pyrimidine-2,4(3H,6H)-dione (2.33 g, 5.21 mmol) in methanol (82 ml) and water (8.17 ml) and the mixture stirred at room temperature for 3 days. The mixture was then diluted with chloroform (300 ml), washed with 1M HCl(aq) (3×100 ml) and saturated NaHCO3(aq) (100 ml). The organic phase was passed through a hydrophobic frit and e... Starting materials: C(=O)([O-])[O-].[Cs+].[Cs+] (Cs2CO3), ClC1=NC=CC=N1 (2-chloropyrimidine), ice water, ice water, C1(CCC1)N1C=C(C2=CC=C(C=C12)O)C#N (1-cyclobutyl-6-hydroxy-1H-indole-3-carbonitrile), [Li+].CC(C)[N-]C(C)C (LDA), II (iodine). Run in CN(C)C=O (DMF), C1CCOC1 (THF). Run at temperature -78 celsius, time 10 minute. Product: C1(CCC1)N1C(=C(C2=CC=C(C=C12)OC1=NC=CC=N1)C#N)I (1-cyclobutyl-2-iodo-6-(pyrimidin-2-yloxy)-1H-indole-3-carbonitrile). Isolated yield 19.2%. Reaction SMILES: [CH:1]1([N:5]2[C:13]3[C:8](=[CH:9][CH:10]=[C:11]([OH:14])[CH:12]=3)[C:7]([C:15]#[N:16])=[CH:6]2)[CH2:4][CH2:3][CH2:2]1.[Li+].CC([N-]C(C)C)C.[I:25]I.C([O-])([O-])=O.[Cs+].[Cs+].Cl[C:34]1[N:39]=[CH:38][CH:37]=[CH:36][N:35]=1>C1COCC1.CN(C=O)C>[CH:1]1([N:5]2[C:13]3[C:8](=[CH:9][CH:10]=[C:11]([O:14][C:34]4[N:39]=[CH:38][CH:37]=[CH:36][N:35]=4)[CH:12]=3)[C:7]([C:15]#[N:16])=[C:6]2[I:25])[CH2:2][CH2:3][CH2:4]1 |f:1.2,4.5.6|. Reported procedure: T6 a solution of 1-cyclobutyl-6-hydroxy-1H-indole-3-carbonitrile (4.24 g, 20 mmol) in THF (60.0 mL) at −78° C. was added LDA (30.7 mL, 46.0 mmol) and iodine (7.62 g, 30.0 mmol). The mixture was stirred at −78° C. for 10 min, warmed to room temperature and stirred for 3 h. The reaction mixture was poured into ice-water (500 mL) and the precipitate was filtered and washed with water and CH2Cl2. After drying in air the crude iodide obtained (3.99 g) was taken up in DMF (25 mL) and Cs2CO3 (9.78 g, 3... The reactants are C(C)(=O)OCC (ethyl acetate), BrCCCCCCCCOC1=CC=C(C=C1)C1=CC=C(C=C1)Br (4-[4-(8-Bromooctyloxy)phenyl]bromobenzene), CN(C=O)C (N,N-dimethylformamide), O1CCCC1 (tetrahydrofuran). Run in O (water), C[O-].[Na+] (sodium methoxide). Conditions: temperature 80 celsius. The product is COCCCCCCCCOC1=CC=C(C=C1)C1=CC=C(C=C1)Br (4-[4-(8-Methoxyoctyloxy)phenyl]bromobenzene). RXN SMILES: Br[CH2:2][CH2:3][CH2:4][CH2:5][CH2:6][CH2:7][CH2:8][CH2:9][O:10][C:11]1[CH:16]=[CH:15][C:14]([C:17]2[CH:22]=[CH:21][C:20]([Br:23])=[CH:19][CH:18]=2)=[CH:13][CH:12]=1.CN(C)[CH:26]=[O:27].O1CCCC1.C(OCC)(=O)C>C[O-].[Na+].O>[CH3:26][O:27][CH2:2][CH2:3][CH2:4][CH2:5][CH2:6][CH2:7][CH2:8][CH2:9][O:10][C:11]1[CH:16]=[CH:15][C:14]([C:17]2[CH:22]=[CH:21][C:20]([Br:23])=[CH:19][CH:18]=2)=[CH:13][CH:12]=1 |f:4.5|. Reported procedure: A solution of 4-[4-(8-Bromooctyloxy)phenyl]bromobenzene (3.7 g) in a mixture of sodium methoxide (4.9M in methanol, 17 ml), N,N-dimethylformamide (20 ml) and tetrahydrofuran (8 ml) was heated to 80° C. for 3 hours. The reaction mixture was taken up into a mixture of ethyl acetate (200 ml) and water (100 ml). The separated organic layer was washed in turn with water, brine, dried over magnesium sulfate. Evaporation gave a residue which was subjected to column chromatography (silica gel, 100 ml) e...